This data is from the Open Reaction Database (ORD), a public repository of structured organic reaction records. The task is: describe an organic reaction: reactants, conditions, products, and yield Reactants: C(C(=O)O)(=O)O.BrC1=CC=C(CC2NCCC3=CC(=C(C=C23)OC)OC)C=C1 (1-(4-bromo-benzyl)-6,7-dimethoxy-1,2,3,4-tetrahydro-isoquinoline oxalate), [OH-].[Na+] (NaOH), C1=CC=C(C=C1)P(C2=CC=CC=C2)C3=CC=CC=C3 (PPh3), C(=O)([O-])[O-].[Na+].[Na+] (Na2CO3), FC1=CC=C(C=C1)B(O)O (4-Fluoro-phenyl-boronic acid), O.O.C(C(=O)O)(=O)O (oxalic acid dihydrate). The reagents and catalysts are CC(=O)[O-].CC(=O)[O-].[Pd+2] (Pd(OAc)2). Run in C(Cl)Cl (CH2Cl2). The product is C(C(=O)O)(=O)O.FC1=CC=C(C=C1)C1=CC=C(C=C1)CC1NCCC2=CC(=C(C=C12)OC)OC (1-(4′-Fluoro-biphenyl-4-ylmethyl)-6,7-dimethoxy-1,2,3,4-tetrahydro-isoquinoline oxalate). RXN SMILES: [C:1]([OH:6])(=[O:5])[C:2]([OH:4])=[O:3].Br[C:8]1[CH:28]=[CH:27][C:11]([CH2:12][CH:13]2[C:22]3[C:17](=[CH:18][C:19]([O:25][CH3:26])=[C:20]([O:23][CH3:24])[CH:21]=3)[CH2:16][CH2:15][NH:14]2)=[CH:10][CH:9]=1.[OH-].[Na+].[F:31][C:32]1[CH:37]=[CH:36][C:35](B(O)O)=[CH:34][CH:33]=1.C1C=CC(P(C2C=CC=CC=2)C2C=CC=CC=2)=CC=1.C([O-])([O-])=O.[Na+].[Na+].O.O.C(O)(=O)C(O)=O>CC([O-])=O.CC([O-])=O.[Pd+2].C(Cl)Cl>[C:1]([OH:6])(=[O:5])[C:2]([OH:4])=[O:3].[F:31][C:32]1[CH:37]=[CH:36][C:35]([C:8]2[CH:28]=[CH:27][C:11]([CH2:12][CH:13]3[C:22]4[C:17](=[CH:18][C:19]([O:25][CH3:26])=[C:20]([O:23][CH3:24])[CH:21]=4)[CH2:16][CH2:15][NH:14]3)=[CH:10][CH:9]=2)=[CH:34][CH:33]=1 |f:0.1,2.3,6.7.8,9.10.11,12.13.14,16.17|. Reported procedure: 1-(4′-Fluoro-biphenyl-4-ylmethyl)-6,7-dimethoxy-1,2,3,4-tetrahydro-isoquinoline oxalate (37) was prepared as follows: 1-(4-bromo-benzyl)-6,7-dimethoxy-1,2,3,4-tetrahydro-isoquinoline oxalate (0.452 g, 1 mmol) was added to a mixture of 20 mL CH2Cl2 and 20 ml of 1N NaOH. The reaction mixture was stirred at room temperature. After dissolving of precipitate organic phase was separated, dried over Na2SO4, filtered and evaporated. A residue was dissolved in 6 mL i-PrOH. 4-Fluoro-phenyl-boronic acid (0... The reactants are C=C(C)C1C(CCCC1)=O (2-(prop-1-en-2-yl)cyclohexanone), C(C)ON=CC (acetaldehyde O-ethyl oxime), Cl[Sn](Cl)(Cl)Cl (SnCl4). Solvent: ClCCCl (1,2-dichloroethane). Yields the product C(C)ON1C(CCCC\C=C(\CC1C)/C)=O ((E)-1-ethoxy-8,10-dimethyl-3,4,5,6,9,10-hexahydroazecin-2(1H)-one). Isolated yield 79.3%. Reaction SMILES: [CH2:1]=[C:2]([CH:4]1[CH2:9][CH2:8][CH2:7][CH2:6][C:5]1=[O:10])[CH3:3].[CH2:11]([O:13][N:14]=[CH:15][CH3:16])[CH3:12].Cl[Sn](Cl)(Cl)Cl>ClCCCl>[CH2:11]([O:13][N:14]1[CH:15]([CH3:16])[CH2:3][C:2]([CH3:1])=[CH:4][CH2:9][CH2:8][CH2:7][CH2:6][C:5]1=[O:10])[CH3:12]. Procedure: Following the general procedure as described in Example 17, 2-(prop-1-en-2-yl)cyclohexanone (0.88 g, 6.38 mmol), acetaldehyde O-ethyl oxime (0.67 g, 7.65 mmol), and SnCl4 (1.66 g, 6.38 mmol) in 1,2-dichloroethane (65 ml) were reacted to give the title product as a colorless liquid (1.14 g, 80% yield). Reactants: [BH4-], CO, N#Cc1ccccc1-c1ccc(Cn2c(=O)n(CCc3ccccc3)c(=O)c3cc(C=O)sc32)cc1, [Na+], C1CCOC1. Product: N#Cc1ccccc1-c1ccc(Cn2c(=O)n(CCc3ccccc3)c(=O)c3cc(CO)sc32)cc1. Reaction SMILES: [BH4-:42].[CH3:44][OH:45].[CH:1](=[O:2])[c:3]1[cH:4][c:5]2[c:6]([n:7]([CH2:21][c:22]3[cH:23][cH:24][c:25](-[c:28]4[c:29]([C:34]#[N:35])[cH:30][cH:31][cH:32][cH:33]4)[cH:26][cH:27]3)[c:8](=[O:20])[n:9]([CH2:12][CH2:13][c:14]3[cH:15][cH:16][cH:17][cH:18][cH:19]3)[c:10]2=[O:11])[s:36]1.[Na+:43].[O:37]1[CH2:38][CH2:39][CH2:40][CH2:41]1>>[CH2:1]([OH:2])[c:3]1[cH:4][c:5]2[c:6]([n:7]([CH2:21][c:22]3[cH:23][cH:24][c:25](-[c:28]4[c:29]([C:34]#[N:35])[cH:30][cH:31][cH:32][cH:33]4)[cH:26][cH:27]3)[c:8](=[O:20])[n:9]([CH2:12][CH2:13][c:14]3[cH:15][cH:16][cH:17][cH:18][cH:19]3)[c:10]2=[O:11])[s:36]1. The reactants are C(C1=CC=CC=C1)OC1=CC=C(C=C1)[C@H]1[C@@H](C1)N ((Trans)-2-[4-(benzyloxy)phenyl]cyclopropanamine), BrC1=CC=C(C=C1)[C@H]1[C@@H](C1)[N+](=O)[O-] (1-bromo-4-[(trans)-2-nitrocyclopropyl]benzene). Yields the product BrC1=CC=C(C=C1)[C@H]1[C@@H](C1)N ((trans)-2-(4-bromophenyl)cyclopropanamine). Isolated yield 10.0%. Reaction SMILES: C(OC1C=CC([C@@H]2C[C@H]2N)=CC=1)C1C=CC=CC=1.[Br:19][C:20]1[CH:25]=[CH:24][C:23]([C@@H:26]2[CH2:28][C@H:27]2[N+:29]([O-])=O)=[CH:22][CH:21]=1>>[Br:19][C:20]1[CH:21]=[CH:22][C:23]([C@@H:26]2[CH2:28][C@H:27]2[NH2:29])=[CH:24][CH:25]=1. Reported procedure: This compound was synthesized using the same methodology described in Intermediate B, using as starting material 1-bromo-4-[(trans)-2-nitrocyclopropyl]benzene. 10% yield. 1HNMR (CD3OD): 1.45 (m, 2H), 2.61 (m, 1H), 2.86 (m, 1H), 6.98 (d, 2H), 7.11 (d, 2H). MS (M+H): 211.9 The reactants are C(C)(=O)[O-].[NH4+] (Ammonium acetate), C(C1=CC=CC=C1)N1CC(C(C(C1)C)=O)(CC)C (1-benzyl-3,5-dimethyl-3-ethyl-4-piperidone), C(#N)[BH3-].[Na+] (sodium cyanoborohydride). The solvent is CO (methanol). Reaction conditions: temperature 0 celsius, time 20 hour. The product is NC1C(CN(CC1C)CC1=CC=CC=C1)(CC)C (4-amino-1-benzyl-3,5-dimethyl-3-ethylpiperidine). As a reaction SMILES: C([O-])(=O)C.[NH4+].[CH2:6]([N:13]1[CH2:18][CH:17]([CH3:19])[C:16](=O)[C:15]([CH3:23])([CH2:21][CH3:22])[CH2:14]1)[C:7]1[CH:12]=[CH:11][CH:10]=[CH:9][CH:8]=1.C([BH3-])#[N:25].[Na+]>CO>[NH2:25][CH:16]1[CH:17]([CH3:19])[CH2:18][N:13]([CH2:6][C:7]2[CH:12]=[CH:11][CH:10]=[CH:9][CH:8]=2)[CH2:14][C:15]1([CH3:23])[CH2:21][CH3:22] |f:0.1,3.4|. Procedure: Ammonium acetate (2.5 g, 32.46 mmol) was added to the stirred solution of 1-benzyl-3,5-dimethyl-3-ethyl-4-piperidone (3.0 g, 12.25 mmol) in methanol (40 ml) and stirring was continued for 20 hr at ambient temperature. The resulting mixture was cooled at 0° C. and sodium cyanoborohydride (0.8 g, 12.7 mmol) was added to it. Cooling was removed after 10 min. and resulting mixture was stirred for 20 hr at ambient temperature. The reaction mixture was concentrated to dryness, triturated with water, a... Product: C(C)OC(=O)C=1N=C(SC1C(=O)O)SC (4-Ethoxycarbonyl-2-methylthiothiazole-5-carboxylic acid). Reported procedure: At room temperature, a solution of 1.10 g (27.5 mmol) of sodium hydroxide in 10 ml of water was added over a period of one hour to a solution of 7.00 g (25 mmol) of diethyl 2-methylthiothiazole-4,5-dicarboxylate in 100 ml of ethanol/water (2:1). The mixture was stirred for one hour, the solvent mixture was then removed under reduced pressure, the residue was taken up in 100 ml of water, the solution was extracted once with 50 ml of diethyl ether, and the aqueous phase was acidified with concentr... Run in O (water), C(C)O.O (ethanol water). The reactants are [OH-].[Na+] (sodium hydroxide), CSC=1SC(=C(N1)C(=O)OCC)C(=O)OCC (diethyl 2-methylthiothiazole-4,5-dicarboxylate). Reaction conditions: time 1 hour. Reaction SMILES: [OH-].[Na+].[CH3:3][S:4][C:5]1[S:6][C:7]([C:15]([O:17]CC)=[O:16])=[C:8]([C:10]([O:12][CH2:13][CH3:14])=[O:11])[N:9]=1>O.C(O)C.O>[CH2:13]([O:12][C:10]([C:8]1[N:9]=[C:5]([S:4][CH3:3])[S:6][C:7]=1[C:15]([OH:17])=[O:16])=[O:11])[CH3:14] |f:0.1,4.5|.